Task: describe an organic reaction: reactants, conditions, products, and yield. Dataset: the Open Reaction Database (ORD), a public repository of structured organic reaction records The reactants are C(CCC)[Li] (n-Butyl lithium), C(C#C)OCCCC1=NC=CC=C1 (2-[3-[(2-propynyl)oxy]propyl]pyridine), O1CCC1 (Oxetane), O1CCC1 (oxetane), B(F)(F)F.CCOCC (Boron trifluoride etherate), [Cl-].[NH4+] (ammonium chloride). Solvent: C1CCOC1 (THF). Run at time 30 minute. Product: N1=C(C=CC=C1)CCCOCC#CCCCO (6-[3-(2-Pyridinyl)propoxy]-hex-4-yn-1-ol). Reaction SMILES: C([Li])CCC.[CH2:6]([O:9][CH2:10][CH2:11][CH2:12][C:13]1[CH:18]=[CH:17][CH:16]=[CH:15][N:14]=1)[C:7]#[CH:8].B(F)(F)F.CCOCC.[O:28]1[CH2:31][CH2:30][CH2:29]1.[Cl-].[NH4+]>C1COCC1>[N:14]1[CH:15]=[CH:16][CH:17]=[CH:18][C:13]=1[CH2:12][CH2:11][CH2:10][O:9][CH2:6][C:7]#[C:8][CH2:31][CH2:30][CH2:29][OH:28] |f:2.3,5.6|. Reported procedure: n-Butyl lithium (1.57M in hexane, 35 ml) was added to a stirred solution of 2-[3-[(2-propynyl)oxy]propyl]pyridine (9.0 g) in dry THF (60 ml) at -78° under nitrogen. Boron trifluoride etherate (6.8 ml) was added and the mixture was stirred at -78° for 30 min. Oxetane (10 ml) was added and after 2 h at -78°, the mixture was treated with more oxetane (10 ml). The dark mixture was allowed to warm to 0°, saturated ammonium chloride (100 ml) was added and the mixture was extracted with ethyl acetate (... The reactants are CC(C)(C)CC1NC(C(=O)OC(C)(C)C)C(c2cccc(Cl)c2F)C1(C#N)c1ccc(Cl)c(F)c1, CCOC(C)=O, CCCCCCC, O=S(=O)(O)O. Yields the product CC(C)(C)CC1NC(C(=O)O)C(c2cccc(Cl)c2F)C1(C#N)c1ccc(Cl)c(F)c1. Reaction SMILES: [C:1]([CH3:2])([CH3:3])([CH3:4])[O:5][C:6](=[O:7])[CH:8]1[NH:9][CH:10]([CH2:31][C:32]([CH3:33])([CH3:34])[CH3:35])[C:11]([C:21]#[N:22])([c:23]2[cH:24][c:25]([F:30])[c:26]([Cl:29])[cH:27][cH:28]2)[CH:12]1[c:13]1[c:14]([F:20])[c:15]([Cl:19])[cH:16][cH:17][cH:18]1.[C:48]([O:49][CH2:50][CH3:51])(=[O:52])[CH3:53].[CH3:41][CH2:42][CH2:43][CH2:44][CH2:45][CH2:46][CH3:47].[S:36](=[O:37])(=[O:38])([OH:39])[OH:40]>>[O:5]=[C:6]([OH:7])[CH:8]1[NH:9][CH:10]([CH2:31][C:32]([CH3:33])([CH3:34])[CH3:35])[C:11]([C:21]#[N:22])([c:23]2[cH:24][c:25]([F:30])[c:26]([Cl:29])[cH:27][cH:28]2)[CH:12]1[c:13]1[c:14]([F:20])[c:15]([Cl:19])[cH:16][cH:17][cH:18]1. Reactants: FC1=CC=C2C(C(NC2=C1)=O)=C1OCC(=C1)OC (6-fluoro-3-(4-methoxy-5H-furan-2-ylidene)-1,3-dihydro-indol-2-one), N1CCOCC1 (morpholine). Solvent: CCO (EtOH). Product: FC1=CC=C2C(C(NC2=C1)=O)=C1OCC(=C1)N1CCOCC1 (6-fluoro-3-(4-morpholin-4-yl-5H-furan-2-ylidene)-1,3-dihydro-indol-2-one). As a reaction SMILES: [F:1][C:2]1[CH:10]=[C:9]2[C:5]([C:6](=[C:12]3[CH:16]=[C:15](OC)[CH2:14][O:13]3)[C:7](=[O:11])[NH:8]2)=[CH:4][CH:3]=1.[NH:19]1[CH2:24][CH2:23][O:22][CH2:21][CH2:20]1>CCO>[F:1][C:2]1[CH:10]=[C:9]2[C:5]([C:6](=[C:12]3[CH:16]=[C:15]([N:19]4[CH2:24][CH2:23][O:22][CH2:21][CH2:20]4)[CH2:14][O:13]3)[C:7](=[O:11])[NH:8]2)=[CH:4][CH:3]=1. Procedure details: A mixture of 6-fluoro-3-(4-methoxy-5H-furan-2-ylidene)-1,3-dihydro-indol-2-one (100 mg, 0.40 mmol) and morpholine (0.5 mL, 5.7 mmol) in 20 mL of EtOH was heated at reflux for 16 hours. The mixture was cooled to room temperature. The precipitates were filtered, rinsed with EtOH and dried in vacuum to give 6-fluoro-3-(4-morpholin-4-yl-5H-furan-2-ylidene)-1,3-dihydro-indol-2-one as a pale yellow powder. Yield: 55 mg, 45%. Starting materials: SC1=C(C=CC=C1)CC(=O)O (2-mercaptophenylacetic acid), ClCC(C)=O (chloroacetone). The product is O=C(CSC1=C(C=CC=C1)CC(=O)O)C ([2-(2-Oxo-propylsulfanyl)-phenyl]-acetic acid). Reaction SMILES: [SH:1][C:2]1[CH:7]=[CH:6][CH:5]=[CH:4][C:3]=1[CH2:8][C:9]([OH:11])=[O:10].Cl[CH2:13][C:14](=[O:16])[CH3:15]>>[O:16]=[C:14]([CH3:15])[CH2:13][S:1][C:2]1[CH:7]=[CH:6][CH:5]=[CH:4][C:3]=1[CH2:8][C:9]([OH:11])=[O:10]. Reported procedure: Prepared according to the procedure described in Example 1, Step 1, using the following starting materials: 2-mercaptophenylacetic acid and chloroacetone.